From a dataset of the Open Reaction Database (ORD), a public repository of structured organic reaction records. describe an organic reaction: reactants, conditions, products, and yield Starting materials: CC1=NN2C(NC(C3=C2C=CN=C3)=O)=C1 (2-methylpyrazolo[1,5-a]pyrido[3,4-e]pyrimidin-5(4H)-one), ClC1=CC2=C(C(NC=3N2N=C(C3)C)=O)C=N1 (8-chloro-2-methylpyrazolo[1,5-a]pyrido[3,4-e]pyrimidin-5(4H)-one). Yields the product CC1=NN2C(N(C(C3=C2C=C(N=C3)Cl)=O)C)=C1 (2,4-dimethyl-8-chloropyrazolo[1,5-a]pyrido[3,4-e]pyrimidin-5(4H)-one). Isolated yield 73.0%. Reaction SMILES: [CH3:1]C1C=C2NC(=O)C3C=NC=CC=3N2N=1.[Cl:16][C:17]1[N:31]=[CH:30][C:20]2[C:21](=[O:29])[NH:22][C:23]3[N:24]([N:25]=[C:26]([CH3:28])[CH:27]=3)[C:19]=2[CH:18]=1>>[CH3:28][C:26]1[CH:27]=[C:23]2[N:22]([CH3:1])[C:21](=[O:29])[C:20]3[CH:30]=[N:31][C:17]([Cl:16])=[CH:18][C:19]=3[N:24]2[N:25]=1. Procedure: When in Example 3 the 2-methylpyrazolo[1,5-a]pyrido[3,4-e]pyrimidin-5(4H)-one is replaced by the 8-chloro-2-methylpyrazolo[1,5-a]pyrido[3,4-e]pyrimidin-5(4H)-one pf Example 1b, 2,4-dimethyl-8-chloropyrazolo[1,5-a]pyrido[3,4-e]pyrimidin-5(4H)-one is obtained, yield: 73%; m.p. 253.8° (DMF).